From a dataset of the Open Reaction Database (ORD), a public repository of structured organic reaction records. describe an organic reaction: reactants, conditions, products, and yield The reactants are O=C([O-])[O-], CN(C)C=O, Fc1ccc2nc(Cl)cnc2c1, CCCOC(=O)C(C)Oc1ccc(O)cc1F, [K+], [K+]. Yields the product CCCOC(=O)C(C)Oc1ccc(Oc2cnc3cc(F)ccc3n2)cc1F. As a reaction SMILES: [C:30](=[O:31])([O-:32])[O-:33].[CH3:36][N:37]([CH3:38])[CH:39]=[O:40].[Cl:1][c:2]1[n:3][c:4]2[cH:5][cH:6][c:7]([F:12])[cH:8][c:9]2[n:10][cH:11]1.[F:13][c:14]1[c:15]([O:16][CH:17]([C:18](=[O:19])[O:20][CH2:21][CH2:22][CH3:23])[CH3:24])[cH:25][cH:26][c:27]([OH:29])[cH:28]1.[K+:34].[K+:35]>>[c:2]1([O:29][c:27]2[cH:26][cH:25][c:15]([O:16][CH:17]([C:18](=[O:19])[O:20][CH2:21][CH2:22][CH3:23])[CH3:24])[c:14]([F:13])[cH:28]2)[n:3][c:4]2[cH:5][cH:6][c:7]([F:12])[cH:8][c:9]2[n:10][cH:11]1. Reactants: C(#N)C=1C=C(C=CC1NC1=CC=C(C(=O)O)C=C1)C1=CC(=C(C=C1)OC)F (4-(3-cyano-3′-fluoro-4′-methoxybiphenyl-4-ylamino)benzoic acid), C(C)(=O)O (acetic Acid). The reagents and catalysts are C(C)(=O)[O-].[Pd+2].C(C)(=O)[O-] (palladium(II) acetate). Run at temperature 130 celsius. Yields the product C(N)(=O)C=1C=C(C=C2C=3C=C(C=CC3NC12)C(=O)O)C1=CC(=C(C=C1)OC)F (8-carbamoyl-6-(3-fluoro-4-methoxyphenyl)-9H-carbazole-3-carboxylic acid). Reaction SMILES: [C:1]([C:3]1[CH:4]=[C:5]([C:19]2[CH:24]=[CH:23][C:22]([O:25][CH3:26])=[C:21]([F:27])[CH:20]=2)[CH:6]=[CH:7][C:8]=1[NH:9][C:10]1[CH:18]=[CH:17][C:13]([C:14]([OH:16])=[O:15])=[CH:12][CH:11]=1)#[N:2].C(O)(=[O:30])C>C([O-])(=O)C.[Pd+2].C([O-])(=O)C>[C:1]([C:3]1[CH:4]=[C:5]([C:19]2[CH:24]=[CH:23][C:22]([O:25][CH3:26])=[C:21]([F:27])[CH:20]=2)[CH:6]=[C:7]2[C:8]=1[NH:9][C:10]1[CH:11]=[CH:12][C:13]([C:14]([OH:16])=[O:15])=[CH:17][C:18]2=1)(=[O:30])[NH2:2] |f:2.3.4|. Procedure: A 350 ml pressure flask was loaded with 4-(3-cyano-3′-fluoro-4′-methoxybiphenyl-4-ylamino)benzoic acid (4.52 g, 9.73 mmol), acetic Acid (200 mL) and palladium(II) acetate (4.37 g, 19.46 mmol), sealed and heated to 130° C. for 12 hours. The mixture was filtered through CELITE®, the solids washed with acetic acid and the collected filtrate concentrated in vacuum. 2.14 g brown solid 8-carbamoyl-6-(3-fluoro-4-methoxyphenyl)-9H-carbazole-3-carboxylic acid were isolated and used without further purifi... The reactants are ClC1=C(C=CC=C1)C1=NSN=C1CC#N (3-(2-chlorophenyl)-4-cyanomethyl-1,2,5-thiadiazole), [OH-].[Na+] (sodium hydroxide), C(C)O (ethanol), Cl (hydrochloric acid). Product: ClC1=C(C=CC=C1)C1=NSN=C1CC(=O)O ([3-(2-chlorophenyl)-1,2,5-thiadiazole-4-yl]acetic acid). RXN SMILES: [Cl:1][C:2]1[CH:7]=[CH:6][CH:5]=[CH:4][C:3]=1[C:8]1[C:12](CC#N)=[N:11][S:10][N:9]=1.[OH-:16].[Na+].Cl.[CH2:19]([OH:21])[CH3:20]>>[Cl:1][C:2]1[CH:7]=[CH:6][CH:5]=[CH:4][C:3]=1[C:8]1[C:12]([CH2:20][C:19]([OH:16])=[O:21])=[N:11][S:10][N:9]=1 |f:1.2|. Procedure details: In N,N-dimethylformamide, 290 mg of 3-bromomethyl-4-(2-chlorophenyl)-1,2,5-thiadiazole, and 49 mg of sodium cyanide were stirred at 90° C. for 3 hours. After spontaneous cooling, the reaction mixture was poured into water, and was extracted with diethyl ether. The diethyl ether layer was washed with dilute sodium hydroxide solution and water, dried over anhydrous magnesium sulfate, and concentrated. The concentrate was purified by silica gel column chromatography to obtain 150 mg of 3-(2-chlorop... The product is N#CC1=C(Nc2ccccc2N)CSC1. The reactants are CC(=O)O, N#CC1CSCC1=O, Nc1ccccc1N. As a reaction SMILES: [CH3:17][C:18](=[O:19])[OH:20].[O:1]=[C:2]1[CH2:3][S:4][CH2:5][CH:6]1[C:7]#[N:8].[c:9]1([NH2:16])[c:10]([NH2:15])[cH:11][cH:12][cH:13][cH:14]1>>[C:2]1([NH:16][c:9]2[c:10]([NH2:15])[cH:11][cH:12][cH:13][cH:14]2)=[C:6]([C:7]#[N:8])[CH2:5][S:4][CH2:3]1. Reactants: C1(=CC=CC2=CC=CC=C12)[C@@H](C)NC[C@H]1CN(C[C@@H]1C1=CC=CC=C1)C(C(F)(F)F)=O ((1R)-1-(1-naphthyl)-N-{[(3S,4S)-4-phenyl-1-(trifluoroacetyl)pyrrolidin-3-yl]methyl}ethanamine), Cl.C(C)(=O)OCC (hydrogen chloride ethyl acetate). Solvent: C(C)(=O)OCC (ethyl acetate), CCCCCC (hexane). Product: Cl.C1(=CC=CC2=CC=CC=C12)[C@@H](C)NC[C@H]1CN(C[C@@H]1C1=CC=CC=C1)C(C(F)(F)F)=O ((1R)-1-(1-naphthyl)-N-{[(3S,4S)-4-phenyl-1-(trifluoroacetyl)pyrrolidin-3-yl]methyl}ethanamine hydrochloride). As a reaction SMILES: [C:1]1([C@H:11]([NH:13][CH2:14][C@@H:15]2[C@@H:19]([C:20]3[CH:25]=[CH:24][CH:23]=[CH:22][CH:21]=3)[CH2:18][N:17]([C:26](=[O:31])[C:27]([F:30])([F:29])[F:28])[CH2:16]2)[CH3:12])[C:10]2[C:5](=[CH:6][CH:7]=[CH:8][CH:9]=2)[CH:4]=[CH:3][CH:2]=1.[ClH:32].C(OCC)(=O)C>C(OCC)(=O)C.CCCCCC>[ClH:32].[C:1]1([C@H:11]([NH:13][CH2:14][C@@H:15]2[C@@H:19]([C:20]3[CH:21]=[CH:22][CH:23]=[CH:24][CH:25]=3)[CH2:18][N:17]([C:26](=[O:31])[C:27]([F:28])([F:29])[F:30])[CH2:16]2)[CH3:12])[C:10]2[C:5](=[CH:6][CH:7]=[CH:8][CH:9]=2)[CH:4]=[CH:3][CH:2]=1 |f:1.2,5.6|. Procedure: A 389 mg portion of the thus obtained (1R)-1-(1-naphthyl)-N-{[(3S,4S)-4-phenyl-1-(trifluoroacetyl)pyrrolidin-3-yl]methyl}ethanamine was dissolved in 5 ml of ethyl acetate and treated with a 4 M hydrogen chloride/ethyl acetate solution. The reaction solution was diluted with hexane, and the thus precipitated solid was recrystallized from ethyl acetate and hexane to obtain 268 mg of (1R)-1-(1-naphthyl)-N-{[(3S,4S)-4-phenyl-1-(trifluoroacetyl)pyrrolidin-3-yl]methyl}ethanamine hydrochloride as color... The reactants are Br, COCCn1c(C)c(C)sc1=N, O=C(O)C1(O)CCCCC1. Product: COCCn1c(C)c(C)sc1=NC(=O)C1(O)CCCCC1. As a reaction SMILES: [BrH:11].[CH3:12][O:13][CH2:14][CH2:15][n:16]1[c:17](=[NH:23])[s:18][c:19]([CH3:22])[c:20]1[CH3:21].[OH:1][C:2]1([C:8](=[O:9])[OH:10])[CH2:3][CH2:4][CH2:5][CH2:6][CH2:7]1>>[OH:1][C:2]1([C:8](=[O:10])[N:23]=[c:17]2[n:16]([CH2:15][CH2:14][O:13][CH3:12])[c:20]([CH3:21])[c:19]([CH3:22])[s:18]2)[CH2:3][CH2:4][CH2:5][CH2:6][CH2:7]1. Starting materials: ClC1=NC=CC(=N1)C1=C(N=C(S1)C(C)C)C=1C(=C(C=CC1)NS(=O)(=O)C=1SC=CN1)F (N-{3-[5-(2-chloro-4-pyrimidinyl)-2-(1-methylethyl)-1,3-thiazol-4-yl]-2-fluorophenyl}-1,3-thiazole-2-sulfonamide), CS(=O)(=O)N1CCC(CC1)N (1-(methylsulfonyl)-4-piperidinamine). Yields the product FC1=C(C=CC=C1C=1N=C(SC1C1=NC(=NC=C1)NC1CCN(CC1)S(=O)(=O)C)C(C)C)NS(=O)(=O)C=1SC=CN1 (N-{2-Fluoro-3-[2-(1-methylethyl)-5-(2-{[1-(methylsulfonyl)-4-piperidinyl]amino}-4-pyrimidinyl)-1,3-thiazol-4-yl]phenyl}-1,3-thiazole-2-sulfonamide). RXN SMILES: Cl[C:2]1[N:7]=[C:6]([C:8]2[S:12][C:11]([CH:13]([CH3:15])[CH3:14])=[N:10][C:9]=2[C:16]2[C:17]([F:31])=[C:18]([NH:22][S:23]([C:26]3[S:27][CH:28]=[CH:29][N:30]=3)(=[O:25])=[O:24])[CH:19]=[CH:20][CH:21]=2)[CH:5]=[CH:4][N:3]=1.[CH3:32][S:33]([N:36]1[CH2:41][CH2:40][CH:39]([NH2:42])[CH2:38][CH2:37]1)(=[O:35])=[O:34]>>[F:31][C:17]1[C:16]([C:9]2[N:10]=[C:11]([CH:13]([CH3:15])[CH3:14])[S:12][C:8]=2[C:6]2[CH:5]=[CH:4][N:3]=[C:2]([NH:42][CH:39]3[CH2:40][CH2:41][N:36]([S:33]([CH3:32])(=[O:35])=[O:34])[CH2:37][CH2:38]3)[N:7]=2)=[CH:21][CH:20]=[CH:19][C:18]=1[NH:22][S:23]([C:26]1[S:27][CH:28]=[CH:29][N:30]=1)(=[O:25])=[O:24]. Procedure: Following a procedure analogous to the procedure described in Example 1 using N-{3-[5-(2-chloro-4-pyrimidinyl)-2-(1-methylethyl)-1,3-thiazol-4-yl]-2-fluorophenyl}-1,3-thiazole-2-sulfonamide (70 mg, 0.141 mmol) and 1-(methylsulfonyl)-4-piperidinamine (126 mg, 0.706 mmol) the title compound was obtained as an off-white solid (43 mg, 48% yield). 1H NMR (400 MHz, DMSO-d6) δ ppm 10.96 (d, J=1.6 Hz, 1H), 8.08 (d, J=4.3 Hz, 1H), 7.71-8.02 (m, 2H), 7.39-7.49 (m, 1H), 7.25 (d, J=7.7 Hz, 1H), 6.95-7.23 (m...